The task is: describe an organic reaction: reactants, conditions, products, and yield. This data is from the Open Reaction Database (ORD), a public repository of structured organic reaction records. Starting materials: C(C)OCCS (2-mercaptoethyl ethyl ether), CC(C)([O-])C.[K+] (potassium t-butoxide), C(=S)=S (carbon disulfide). Solvent: O1CCCC1 (tetrahydrofuran). Run at temperature 25 celsius, time 1 hour. Yields the product C(SCCOCC)([S-])=S.[K+] (Potassium 2-ethoxyethyl trithiocarbonate). Reaction SMILES: CC(C)([O-])C.[K+:6].[CH2:7]([O:9][CH2:10][CH2:11][SH:12])[CH3:8].[C:13](=[S:15])=[S:14]>O1CCCC1>[C:13](=[S:14])([S-:15])[S:12][CH2:11][CH2:10][O:9][CH2:7][CH3:8].[K+:6] |f:0.1,5.6|. Procedure: To a solution of 6.79 g potassium t-butoxide in 300 ml of anhydrous tetrahydrofuran cooled to 0° C. under a nitrogen atmosphere was added 6.42 g of 2-mercaptoethyl ethyl ether. The resulting slurry was stirred at 25° C. for 1 hour, then 4.4 ml. of carbon disulfide was added dropwise at 0° C. The resulting solution was stirred at 25° C. for 30 min., then concentrated in vacuo. Diethyl ether (300 ml) was added and the mixture was filtered, washed with ether and dried under nitrogen to yield 12.6 g... Starting materials: CS(=O)(=O)C=1C=CC(=C(C(=O)O)C1)N1CCCC1 (5-Methanesulfonyl-2-pyrrolidin-1-yl-benzoic acid), ClC1=C(C(=O)O)C=C(C=C1)S(=O)(=O)CC1CC1 (2-Chloro-5-cyclopropylmethanesulfonyl-benzoic acid), N1CCOCC1 (morpholine). The product is C1(CC1)CS(=O)(=O)C=1C=CC(=C(C(=O)O)C1)N1CCOCC1 (5-Cyclopropylmethanesulfonyl-2-morpholin-4-yl-benzoic acid). Yield: 27.0%. As a reaction SMILES: CS(C1C=CC(N2CCCC2)=C(C=1)C(O)=O)(=O)=O.Cl[C:20]1[CH:28]=[CH:27][C:26]([S:29]([CH2:32][CH:33]2[CH2:35][CH2:34]2)(=[O:31])=[O:30])=[CH:25][C:21]=1[C:22]([OH:24])=[O:23].[NH:36]1[CH2:41][CH2:40][O:39][CH2:38][CH2:37]1>>[CH:33]1([CH2:32][S:29]([C:26]2[CH:27]=[CH:28][C:20]([N:36]3[CH2:41][CH2:40][O:39][CH2:38][CH2:37]3)=[C:21]([CH:25]=2)[C:22]([OH:24])=[O:23])(=[O:31])=[O:30])[CH2:35][CH2:34]1. Procedure: The title compound was synthesised according to the procedure described for the synthesis of 5-Methanesulfonyl-2-pyrrolidin-1-yl-benzoic acid from 2-Chloro-5-cyclopropylmethanesulfonyl-benzoic acid and morpholine and obtained in 27% yield. MS (m/e): 324.2 (MH−, 100%). Starting materials: CC(C)(C)OC(=O)N1CCCC(C(=O)N2C(=O)OCC2Cc2ccccc2)N1C(=O)OC(C)(C)C, C1CCOC1, [Li+], [OH-], O. The product is CC(C)(C)OC(=O)N1CCCC(C(=O)O)N1C(=O)OC(C)(C)C. RXN SMILES: [C:1]([CH3:2])([CH3:3])([CH3:4])[O:5][C:6](=[O:7])[N:8]1[N:9]([C:29](=[O:30])[O:31][C:32]([CH3:33])([CH3:34])[CH3:35])[CH:10]([C:14](=[O:15])[N:16]2[CH:17]([CH2:18][c:19]3[cH:20][cH:21][cH:22][cH:23][cH:24]3)[CH2:25][O:26][C:27]2=[O:28])[CH2:11][CH2:12][CH2:13]1.[CH2:38]1[O:39][CH2:40][CH2:41][CH2:42]1.[Li+:37].[OH-:36].[OH2:43]>>[C:1]([CH3:2])([CH3:3])([CH3:4])[O:5][C:6](=[O:7])[N:8]1[N:9]([C:29](=[O:30])[O:31][C:32]([CH3:33])([CH3:34])[CH3:35])[CH:10]([C:14](=[O:15])[OH:36])[CH2:11][CH2:12][CH2:13]1. As a reaction SMILES: Br[CH2:2][CH2:3][C:4]([O:6][C:7]([CH3:10])([CH3:9])[CH3:8])=[O:5].Cl[C:12](=[O:17])[C:13]([O:15][CH3:16])=[O:14].C(OC(CCCCCC(=O)C(OC)=O)=O)(C)(C)C>[Zn]>[C:7]([O:6][C:4]([CH2:3][CH2:2][C:12](=[O:17])[C:13]([O:15][CH3:16])=[O:14])=[O:5])([CH3:10])([CH3:9])[CH3:8]. Reported procedure: 3-Bromopropanoic acid, tert-butyl ester (2.2 g, 10.6 mmol), activated zinc (1.25 g in 25 ml of THF) and methyl chlorooxoacetate (1.4 ml, 11.4 mmol) were reacted by the same procedure as described in Example 1 for the preparation of methyl 7-tert-butyoxycarbonyl-2-oxoheptanoate to give the crude title material (1.65 g) as a colorless liquid which is used directly in next step. The yield is 72.0%. The reagents and catalysts are [Zn] (zinc). Starting materials: BrCCC(=O)OC(C)(C)C (3-Bromopropanoic acid, tert-butyl ester), ClC(C(=O)OC)=O (methyl chlorooxoacetate), C(C)(C)(C)OC(=O)CCCCCC(C(=O)OC)=O (methyl 7-tert-butyoxycarbonyl-2-oxoheptanoate). The product is C(C)(C)(C)OC(=O)CCC(C(=O)OC)=O (Methyl 4-tert-Butoxycarbonyl-2-oxobutanoate). Reactants: C1(CCCC1)C(=O)N1CC(CC(C1)C1=CC=C(C=C1)CC)C(=O)O (1-(cyclopentylcarbonyl)-5-(4-ethylphenyl)piperidine-3-carboxylic acid), ON=C(N)C=1N=C(SC1)C (N′-hydroxy-2-methyl-1,3-thiazole-4-carboximidamide). Yields the product C1(CCCC1)C(=O)N1CC(CC(C1)C1=NC(=NO1)C=1N=C(SC1)C)C1=CC=C(C=C1)CC (1-(Cyclopentylcarbonyl)-3-(4-ethylphenyl)-5-[3-(2-methyl-1,3-thiazol-4-yl)-1,2,4-oxadiazol-5-yl]piperidine). Reaction SMILES: [CH:1]1([C:6]([N:8]2[CH2:13][CH:12]([C:14]3[CH:19]=[CH:18][C:17]([CH2:20][CH3:21])=[CH:16][CH:15]=3)[CH2:11][CH:10]([C:22](O)=[O:23])[CH2:9]2)=[O:7])[CH2:5][CH2:4][CH2:3][CH2:2]1.O[N:26]=[C:27]([C:29]1[N:30]=[C:31]([CH3:34])[S:32][CH:33]=1)[NH2:28]>>[CH:1]1([C:6]([N:8]2[CH2:9][CH:10]([C:22]3[O:23][N:28]=[C:27]([C:29]4[N:30]=[C:31]([CH3:34])[S:32][CH:33]=4)[N:26]=3)[CH2:11][CH:12]([C:14]3[CH:15]=[CH:16][C:17]([CH2:20][CH3:21])=[CH:18][CH:19]=3)[CH2:13]2)=[O:7])[CH2:5][CH2:4][CH2:3][CH2:2]1. Procedure details: 66 mg (0.20 mmol) of 1-(cyclopentylcarbonyl)-5-(4-ethylphenyl)piperidine-3-carboxylic acid (Example 7A) and 35 mg (0.22 mmol, 1.1 eq.) of N′-hydroxy-2-methyl-1,3-thiazole-4-carboximidamide were reacted according to the General Method 1. Yield: 36 mg (40% of theory) Reactants: CC(C)(C)c1cc(NC(=O)Nc2cccc(O)c2)no1, CCOC(C)=O, COc1ccc2ncnc(Cl)c2c1, Cl, C1COCCO1. The product is COc1ccc2ncnc(Oc3cccc(NC(=O)Nc4cc(C(C)(C)C)on4)c3)c2c1. RXN SMILES: [C:1]([CH3:2])([CH3:3])([CH3:4])[c:5]1[cH:6][c:7]([NH:10][C:11](=[O:12])[NH:13][c:14]2[cH:15][c:16]([OH:20])[cH:17][cH:18][cH:19]2)[n:8][o:9]1.[CH3:35][CH2:36][O:37][C:38]([CH3:39])=[O:40].[Cl:21][c:22]1[n:23][cH:24][n:25][c:26]2[cH:27][cH:28][c:29]([O:32][CH3:33])[cH:30][c:31]12.[ClH:34].[O:41]1[CH2:42][CH2:43][O:44][CH2:45][CH2:46]1>>[C:1]([CH3:2])([CH3:3])([CH3:4])[c:5]1[cH:6][c:7]([NH:10][C:11](=[O:12])[NH:13][c:14]2[cH:15][c:16]([O:20][c:22]3[n:23][cH:24][n:25][c:26]4[cH:27][cH:28][c:29]([O:32][CH3:33])[cH:30][c:31]34)[cH:17][cH:18][cH:19]2)[n:8][o:9]1. Starting materials: C1CCOC1, CCN(C(C)C)C(C)C, COC(=O)c1ccc(Nc2nc(Cl)nc(OCC(F)(F)F)n2)cc1, Cl, CC(C)(C)OC(=O)NCCCCCCCCN. Yields the product COC(=O)c1ccc(Nc2nc(NCCCCCCCCNC(=O)OC(C)(C)C)nc(OCC(F)(F)F)n2)cc1. RXN SMILES: [CH2:52]1[O:53][CH2:54][CH2:55][CH2:56]1.[CH:43]([N:44]([CH2:45][CH3:46])[CH:47]([CH3:48])[CH3:49])([CH3:50])[CH3:51].[Cl:1][c:2]1[n:3][c:4]([NH:14][c:15]2[cH:16][cH:17][c:18]([C:19](=[O:20])[O:21][CH3:22])[cH:23][cH:24]2)[n:5][c:6]([O:8][CH2:9][C:10]([F:11])([F:12])[F:13])[n:7]1.[ClH:25].[NH2:26][CH2:27][CH2:28][CH2:29][CH2:30][CH2:31][CH2:32][CH2:33][CH2:34][NH:35][C:36]([O:37][C:38]([CH3:39])([CH3:40])[CH3:41])=[O:42]>>[c:2]1([NH:26][CH2:27][CH2:28][CH2:29][CH2:30][CH2:31][CH2:32][CH2:33][CH2:34][NH:35][C:36]([O:37][C:38]([CH3:39])([CH3:40])[CH3:41])=[O:42])[n:3][c:4]([NH:14][c:15]2[cH:16][cH:17][c:18]([C:19](=[O:20])[O:21][CH3:22])[cH:23][cH:24]2)[n:5][c:6]([O:8][CH2:9][C:10]([F:11])([F:12])[F:13])[n:7]1.